This data is from the Open Reaction Database (ORD), a public repository of structured organic reaction records. The task is: describe an organic reaction: reactants, conditions, products, and yield Starting materials: N#CCc1ccccc1, Cc1ccccc1, CCOCC, C[Al](C)C, ClC(Cl)Cl, CC(C)O, [Cl-], Cl, [NH4+], C1COCCO1. The product is Cl, N=C(N)Cc1ccccc1. As a reaction SMILES: [CH2:7]([c:8]1[cH:9][cH:10][cH:11][cH:12][cH:13]1)[C:14]#[N:15].[CH3:23][c:24]1[cH:25][cH:26][cH:27][cH:28][cH:29]1.[CH3:38][CH2:39][O:40][CH2:41][CH3:42].[CH3:3][Al:4]([CH3:5])[CH3:6].[CH:30]([Cl:31])([Cl:32])[Cl:33].[CH:34]([OH:35])([CH3:36])[CH3:37].[Cl-:1].[ClH:16].[NH4+:2].[O:17]1[CH2:18][CH2:19][O:20][CH2:21][CH2:22]1>>[ClH:1].[NH2:2][C:14]([CH2:7][c:8]1[cH:9][cH:10][cH:11][cH:12][cH:13]1)=[NH:15]. The reactants are O=C([O-])[O-], CC(C)=O, COC(=O)Nc1cc(O)c(Cl)cc1F, [I-], [K+], [K+], [K+], Cc1ccc(S(=O)(=O)OC2CCCC2)cc1. The product is COC(=O)Nc1cc(OC2CCCC2)c(Cl)cc1F. Reaction SMILES: [C:31](=[O:32])([O-:33])[O-:34].[CH3:39][C:40](=[O:41])[CH3:42].[Cl:1][c:2]1[cH:3][c:4]([F:14])[c:5]([NH:9][C:10]([O:11][CH3:12])=[O:13])[cH:6][c:7]1[OH:8].[I-:38].[K+:35].[K+:36].[K+:37].[c:15]1([CH3:16])[cH:17][cH:18][c:19]([S:20]([O:21][CH:25]2[CH2:26][CH2:27][CH2:28][CH2:29]2)(=[O:22])=[O:23])[cH:24][cH:30]1>>[Cl:1][c:2]1[cH:3][c:4]([F:14])[c:5]([NH:9][C:10]([O:11][CH3:12])=[O:13])[cH:6][c:7]1[O:8][CH:25]1[CH2:26][CH2:27][CH2:28][CH2:29]1. Reactants: ClC1=NC(=C(C(=N1)NNC([C@@H](CN(C=O)OCC1=CC=CC=C1)CC1CCCC1)=O)F)N1[C@@H]2CN([C@H](C1)C2)C ([(2R)-3-(2-{2-chloro-5-fluoro-6-[(1S,4S)-5-methyl-2,5-diazabicyclo[2.2.1]hept-2-yl]-4-pyrimidinyl}hydrazino)-2-(cyclopentylmethyl)-3-oxopropyl][(phenylmethyl)oxy]formamide). The solvent is CO (MeOH). Product: ClC1=NC(=C(C(=N1)NNC([C@@H](CN(C=O)O)CC1CCCC1)=O)F)N1[C@@H]2CN([C@H](C1)C2)C ([(2R)-3-(2-{2-chloro-5-fluoro-6-[(1S,4S)-5-methyl-2,5-diazabicyclo[2.2.1]hept-2-yl]-4-pyrimidinyl}hydrazino)-2-(cyclopentylmethyl)-3-oxopropyl]hydroxyformamide). Yield: 49.7%. Reaction SMILES: [Cl:1][C:2]1[N:7]=[C:6]([NH:8][NH:9][C:10](=[O:30])[C@H:11]([CH2:24][CH:25]2[CH2:29][CH2:28][CH2:27][CH2:26]2)[CH2:12][N:13]([O:16]CC2C=CC=CC=2)[CH:14]=[O:15])[C:5]([F:31])=[C:4]([N:32]2[CH2:37][C@@H:36]3[CH2:38][C@H:33]2[CH2:34][N:35]3[CH3:39])[N:3]=1>CO>[Cl:1][C:2]1[N:7]=[C:6]([NH:8][NH:9][C:10](=[O:30])[C@H:11]([CH2:24][CH:25]2[CH2:26][CH2:27][CH2:28][CH2:29]2)[CH2:12][N:13]([OH:16])[CH:14]=[O:15])[C:5]([F:31])=[C:4]([N:32]2[CH2:37][C@@H:36]3[CH2:38][C@H:33]2[CH2:34][N:35]3[CH3:39])[N:3]=1. Procedure: [(2R)-3-(2-{2-chloro-5-fluoro-6-[(1S,4S)-5-methyl-2,5-diazabicyclo[2.2.1]hept-2-yl]-4-pyrimidinyl}hydrazino)-2-(cyclopentylmethyl)-3-oxopropyl][(phenylmethyl)oxy]formamide (90 mg, 0.18 mmol) was dissolved in 3 mL of MeOH, degassed and placed under argon. 10% Pd/C (18 mg) was added, and the contents were thoroughly degassed and placed under a hydrogen balloon for approximately 3 hrs. The contents were then degassed and filtered through Celite, and the Celite pad was washed with DCM and MeOH. The ...